Dataset: the Open Reaction Database (ORD), a public repository of structured organic reaction records. Task: describe an organic reaction: reactants, conditions, products, and yield The reactants are ( 1 ), ClC=1C(=NC=CC1)C1=CC=C(C=C1)C (3-chloro-2-para-tolylpyridine), [Se](=O)=O (selenium dioxide). Solvent: O1CCOCC1 (1,4-dioxane). Conditions: temperature 25 celsius. Product: ClC=1C(=NC=CC1)C1=CC=C(C=O)C=C1 (4-(3-chloropyridin-2-yl)benzaldehyde). The yield is 85.0%. RXN SMILES: [Cl:1][C:2]1[C:3]([C:8]2[CH:13]=[CH:12][C:11]([CH3:14])=[CH:10][CH:9]=2)=[N:4][CH:5]=[CH:6][CH:7]=1.[Se](=O)=[O:16]>O1CCOCC1>[Cl:1][C:2]1[C:3]([C:8]2[CH:13]=[CH:12][C:11]([CH:14]=[O:16])=[CH:10][CH:9]=2)=[N:4][CH:5]=[CH:6][CH:7]=1. Procedure details: {circle around (1)} 100 g (0.49 mol) of 3-chloro-2-para-tolylpyridine was dissolved in 1 L of 1,4-dioxane in a reactor. 163.4 g (1.47 mol) of selenium dioxide was added, and the mixture was refluxed for 4˜6 hours. The reaction solution was cooled to 25° C., and floating matter was filtered off with celite. A 10% sodium bicarbonate solution was added, and the mixture was extracted with ethyl acetate. The organic layer was dried with magnesium sulfate, and concentrated under reduced pressure, yiel... Reactants: CC(C)(C)OC(=O)N1CCC(N)CC1, COCCOC, Clc1ccc2ccccc2n1, CC(=O)[O-], CC(=O)[O-], [Pd+2]. The product is CC(C)(C)OC(=O)N1CCC(Nc2ccc3ccccc3n2)CC1. As a reaction SMILES: [C:12]([CH3:13])([CH3:14])([CH3:15])[O:16][C:17](=[O:18])[N:19]1[CH2:20][CH2:21][CH:22]([NH2:25])[CH2:23][CH2:24]1.[CH2:26]([CH2:27][O:28][CH3:29])[O:30][CH3:31].[Cl:1][c:2]1[n:3][c:4]2[cH:5][cH:6][cH:7][cH:8][c:9]2[cH:10][cH:11]1.[O-:33][C:34]([CH3:35])=[O:36].[O-:37][C:38]([CH3:39])=[O:40].[Pd+2:32]>>[c:2]1([NH:25][CH:22]2[CH2:21][CH2:20][N:19]([C:17]([O:16][C:12]([CH3:13])([CH3:14])[CH3:15])=[O:18])[CH2:24][CH2:23]2)[n:3][c:4]2[cH:5][cH:6][cH:7][cH:8][c:9]2[cH:10][cH:11]1. The reactants are C1(=CC=CC=C1)C (toluene), C(C(=O)C)(=O)O (pyruvic acid), C(CCC)O (n-butanol). The reagents and catalysts are O.C1(=CC=C(C=C1)S(=O)(=O)O)C (p-toluenesulfonic acid monohydrate). The solvent is O (water). The product is C(C(=O)C)(=O)OCCCC (butyl pyruvate). Yield: 70.0%. RXN SMILES: [C:1]1([CH3:7])[CH:6]=[CH:5]C=CC=1.[C:8]([OH:13])(=[O:12])[C:9]([CH3:11])=[O:10].C(O)CCC>O.C1(C)C=CC(S(O)(=O)=O)=CC=1.O>[C:8]([O:13][CH2:5][CH2:6][CH2:1][CH3:7])(=[O:12])[C:9]([CH3:11])=[O:10] |f:3.4|. Procedure: A toluene solution (1 L) containing pyruvic acid (440 g, 5.0 mol), n-butanol (371 g, 5.0 mol) and p-toluenesulfonic acid monohydrate (2.5 g) was heated and refluxed for 16 hours under nitrogen flow. The reaction led to generation of water in the system. However, the water was removed using Dean-Stark trap. The resultant reaction solution was cooled down to room temperature, followed by removal of toluene using an evaporator under a reduced pressure. The residual was then purified using reduced p... Reactants: O=C([O-])O, CCCI, COC(=O)CCCCCOc1ccc2nc(S)n(-c3ccc(C)cc3)c2c1, CN(C)C=O, [K+]. Yields the product CCCSc1nc2ccc(OCCCCCC(=O)OC)cc2n1-c1ccc(C)cc1. RXN SMILES: [C:32](=[O:33])([O-:34])[OH:35].[CH2:28]([CH2:29][CH3:30])[I:31].[CH3:1][O:2][C:3]([CH2:4][CH2:5][CH2:6][CH2:7][CH2:8][O:9][c:10]1[cH:11][cH:12][c:13]2[c:14]([n:15](-[c:19]3[cH:20][cH:21][c:22]([CH3:25])[cH:23][cH:24]3)[c:16]([SH:18])[n:17]2)[cH:26]1)=[O:27].[CH3:37][N:38]([CH3:39])[CH:40]=[O:41].[K+:36]>>[CH3:1][O:2][C:3]([CH2:4][CH2:5][CH2:6][CH2:7][CH2:8][O:9][c:10]1[cH:11][cH:12][c:13]2[c:14]([n:15](-[c:19]3[cH:20][cH:21][c:22]([CH3:25])[cH:23][cH:24]3)[c:16]([S:18][CH2:28][CH2:29][CH3:30])[n:17]2)[cH:26]1)=[O:27]. Reaction conditions: temperature 170 celsius, time 3 hour. The reactants are SC=1C=C(C=CC1)C(C(=O)O)C (2-(3-mercaptophenyl)propionic acid), cis-2-(hydroxymethyl)cyclohexanecarboxylic acid lactone, C([O-])([O-])=O.[K+].[K+] (potassium carbonate). RXN SMILES: [SH:1][C:2]1[CH:3]=[C:4]([CH:8]([CH3:12])[C:9]([OH:11])=[O:10])[CH:5]=[CH:6][CH:7]=1.[C:13](=[O:16])([O-])[O-:14].[K+].[K+]>CN(C)C=O>[C:13]([CH:3]1[CH2:2][CH2:7][CH2:6][CH2:5][CH:4]1[CH2:8][S:1][C:2]1[CH:3]=[C:4]([CH:8]([CH3:12])[C:9]([OH:11])=[O:10])[CH:5]=[CH:6][CH:7]=1)([OH:14])=[O:16] |f:1.2.3|. Reported procedure: To 2-(3-mercaptophenyl)propionic acid (2.7 g) were added cis-2-(hydroxymethyl)cyclohexanecarboxylic acid lactone (2.5 g), potassium carbonate (2.5 g) and dimethylformamide (25 ml). The mixture was heated with stirring for 3 hours in an oil bath maintained at 170° C. and evaporated to dryness under reduced pressure. The residue was dissolved in water, acidified with hydrochloric acid and extracted with ethyl acetate. The ethyl acetate layers were washed with water, dried over anhydrous sodium sul... Isolated yield 192.6%. The solvent is CN(C=O)C (dimethylformamide). Yields the product C(=O)(O)C1C(CCCC1)CSC=1C=C(C=CC1)C(C(=O)O)C (2-[3-(2-Carboxycyclohexylmethylthio)phenyl]propionic acid). Starting materials: O=C1NC(=O)c2ccccc21, CN(C)C=O, C=C(CBr)CC(C(F)F)N1C(=O)c2ccccc2C1=O, [K]. Product: C=C(CC(C(F)F)N1C(=O)c2ccccc2C1=O)CN1C(=O)c2ccccc2C1=O. RXN SMILES: [C:21]1(=[O:31])[c:22]2[c:23]([cH:27][cH:28][cH:29][cH:30]2)[C:24](=[O:26])[NH:25]1.[CH3:33][N:34]([CH3:35])[CH:36]=[O:37].[F:1][CH:2]([CH:3]([CH2:4][C:5]([CH2:6][Br:7])=[CH2:8])[N:9]1[C:10](=[O:19])[c:11]2[c:12]([cH:15][cH:16][cH:17][cH:18]2)[C:13]1=[O:14])[F:20].[K:32]>>[F:1][CH:2]([CH:3]([CH2:4][C:5]([CH2:6][N:25]1[C:21](=[O:31])[c:22]2[c:23]([cH:27][cH:28][cH:29][cH:30]2)[C:24]1=[O:26])=[CH2:8])[N:9]1[C:10](=[O:19])[c:11]2[c:12]([cH:15][cH:16][cH:17][cH:18]2)[C:13]1=[O:14])[F:20].